From a dataset of the Open Reaction Database (ORD), a public repository of structured organic reaction records. describe an organic reaction: reactants, conditions, products, and yield Reactants: C(C)(C)(C)N1CC(NC2=CC=CC(=C12)Cl)=O (4-tert-Butyl-5-chloro-3,4-dihydro-1H-quinoxalin-2-one), [BH4-].[Na+] (Sodium borohydride), O (Water). Run in S(O)(O)(=O)=O (sulphuric acid). Conditions: time 18 hour. The product is ClC1=C2NCC(NC2=CC=C1)=O (5-Chloro-3,4-dihydro-1H-quinoxalin-2-one). RXN SMILES: C([N:5]1[C:14]2[C:9](=[CH:10][CH:11]=[CH:12][C:13]=2[Cl:15])[NH:8][C:7](=[O:16])[CH2:6]1)(C)(C)C.[BH4-].[Na+].O>S(=O)(=O)(O)O>[Cl:15][C:13]1[CH:12]=[CH:11][CH:10]=[C:9]2[C:14]=1[NH:5][CH2:6][C:7](=[O:16])[NH:8]2 |f:1.2|. Procedure details: 4-tert-Butyl-5-chloro-3,4-dihydro-1H-quinoxalin-2-one from Example 12C (1.5 g, 6.1 mmol) was suspended in 2N sulphuric acid (45 ml) and stirred for 18 h. The mixture was filtered and the filtrate was neutralised with sodium hydrogen carbonate, extracted with EtOAc, dried and evaporated. The residue was taken up in ethanol (30 ml) and cooled in an ice/water bath. Sodium borohydride (460 mg, 12 mmol) was added and the mixture was allowed to warm to room temperature over 2 h. Water (1 ml) was added... Reactants: C=CCOC1CC(C=C(C)C2OC(=O)C3CCCCN3C(=O)C(=O)C3(O)OC(C(OC)CC(C)CC(C)=CC(CC)C(=O)CC(O[Si](C(C)C)(C(C)C)C(C)C)C2C)C(OC)CC3C)CCC1=O, CC#N, F. The product is C=CCOC1CC(C=C(C)C2OC(=O)C3CCCCN3C(=O)C(=O)C3(O)OC(C(OC)CC(C)CC(C)=CC(CC)C(=O)CC(O)C2C)C(OC)CC3C)CCC1=O. RXN SMILES: [CH2:1]([CH3:2])[CH:3]1[C:4](=[O:68])[CH2:5][CH:6]([O:57][Si:58]([CH:59]([CH3:60])[CH3:61])([CH:62]([CH3:63])[CH3:64])[CH:65]([CH3:66])[CH3:67])[CH:7]([CH3:56])[CH:8]([C:42](=[CH:43][CH:44]2[CH2:45][CH:46]([O:51][CH2:52][CH:53]=[CH2:54])[C:47](=[O:50])[CH2:48][CH2:49]2)[CH3:55])[O:9][C:10](=[O:41])[CH:11]2[CH2:12][CH2:13][CH2:14][CH2:15][N:16]2[C:17](=[O:40])[C:18](=[O:39])[C:19]2([OH:38])[CH:20]([CH3:37])[CH2:21][CH:22]([O:35][CH3:36])[CH:23]([CH:24]([O:32][CH3:33])[CH2:25][CH:26]([CH3:31])[CH2:27][C:28]([CH3:30])=[CH:29]1)[O:34]2.[CH3:70][C:71]#[N:72].[FH:69]>>[CH2:1]([CH3:2])[CH:3]1[C:4](=[O:68])[CH2:5][CH:6]([OH:57])[CH:7]([CH3:56])[CH:8]([C:42](=[CH:43][CH:44]2[CH2:45][CH:46]([O:51][CH2:52][CH:53]=[CH2:54])[C:47](=[O:50])[CH2:48][CH2:49]2)[CH3:55])[O:9][C:10](=[O:41])[CH:11]2[CH2:12][CH2:13][CH2:14][CH2:15][N:16]2[C:17](=[O:40])[C:18](=[O:39])[C:19]2([OH:38])[CH:20]([CH3:37])[CH2:21][CH:22]([O:35][CH3:36])[CH:23]([CH:24]([O:32][CH3:33])[CH2:25][CH:26]([CH3:31])[CH2:27][C:28]([CH3:30])=[CH:29]1)[O:34]2.